The task is: describe an organic reaction: reactants, conditions, products, and yield. This data is from the Open Reaction Database (ORD), a public repository of structured organic reaction records. Reactants: N(=[N+]=[N-])CC1=C(C(=NC2=CC=CC=C12)O)C(=O)[O-] (4-azidomethyl-2-hydroxy-quinoline-3-carboxylate), [H][H] (hydrogen). Reagents/catalysts: [Pd] (Pd/C). Solvent: CN(C=O)C (dimethylformamide). Yields the product OC1=NC=2C=CC=CC2C2=C1C(NC2)=O (4-hydroxy-2,3-dihydro-1 H-pyrrolo[3,4-c]quinolin-3-one). Isolated yield 30.0%. Reaction SMILES: [N:1]([CH2:4][C:5]1[C:14]2[C:9](=[CH:10][CH:11]=[CH:12][CH:13]=2)[N:8]=[C:7]([OH:15])[C:6]=1[C:16]([O-:18])=O)=[N+]=[N-].[H][H]>CN(C)C=O.[Pd]>[OH:15][C:7]1[C:6]2[C:16](=[O:18])[NH:1][CH2:4][C:5]=2[C:14]2[CH:13]=[CH:12][CH:11]=[CH:10][C:9]=2[N:8]=1. Procedure details: 0.27 g (0.0010 mol) of 4-azidomethyl-2-hydroxy-quinoline-3-carboxylate was dissolved in 20 ml of hot dimethylformamide and treated with 14 mg of 10% Pd/C. A stream of hydrogen was introduced slowly during 11/2 hrs. The suspension was filtered under argon and the filtrate was partially concentrated under a high vacuum. The residue was treated with 25 ml of de-gassed ethanol, filtered off, dried in a vacuum and there were obtained ~60 mg (30%) of 4-hydroxy-2,3-dihydro-1 H-pyrrolo[3,4-c]quinolin-3-... Starting materials: C([O-])(O)=O.[Na+] (sodium bicarbonate), Cl (hydrochloric acid), C(=O)N[C@H]1[C@@H]2N(C(=C(CS2)SC2=CN=NS2)C(=O)OC(C2=CC=CC=C2)C2=CC=CC=C2)C1=O (diphenylmethyl 7β-formamido-3-[(1,2,3-thiadiazol-5-yl)thio]-3-cephem-4-carboxylate), ice water, C(C)(=O)OCC (ethyl acetate). Run in CO (methanol), C1CCOC1 (THF). Reaction conditions: time 4 hour. The product is N[C@H]1[C@@H]2N(C(=C(CS2)SC2=CN=NS2)C(=O)OC(C2=CC=CC=C2)C2=CC=CC=C2)C1=O (diphenylmethyl 7β-amino-3-[(1,2,3-thiadiazol-5-yl)thio]-3-cephem-4-carboxylate). Isolated yield 85.9%. Reaction SMILES: C([NH:3][C@@H:4]1[C:33](=[O:34])[N:6]2[C:7]([C:17]([O:19][CH:20]([C:27]3[CH:32]=[CH:31][CH:30]=[CH:29][CH:28]=3)[C:21]3[CH:26]=[CH:25][CH:24]=[CH:23][CH:22]=3)=[O:18])=[C:8]([S:11][C:12]3[S:16][N:15]=[N:14][CH:13]=3)[CH2:9][S:10][C@H:5]12)=O.Cl.C(OCC)(=O)C.C(=O)(O)[O-].[Na+]>CO.C1COCC1>[NH2:3][C@@H:4]1[C:33](=[O:34])[N:6]2[C:7]([C:17]([O:19][CH:20]([C:27]3[CH:28]=[CH:29][CH:30]=[CH:31][CH:32]=3)[C:21]3[CH:26]=[CH:25][CH:24]=[CH:23][CH:22]=3)=[O:18])=[C:8]([S:11][C:12]3[S:16][N:15]=[N:14][CH:13]=3)[CH2:9][S:10][C@H:5]12 |f:3.4|. Procedure: To a solution of diphenylmethyl 7β-formamido-3-[(1,2,3-thiadiazol-5-yl)thio]-3-cephem-4-carboxylate (3.99 g) in a mixture of methanol (20 ml) and THF (10 ml) was added concentrated hydrochloric acid (2.75 ml) at the room temperature. After stirring at the same temperature for 4 hours, the mixture was poured into a mixture of ice water and ethyl acetate. The mixture was adjusted to pH 4 with aqueous sodium bicarbonate solution. The organic layer was separated washed with water and brine, dried ov... Conditions: temperature 90 celsius. As a reaction SMILES: [Br:1][C:2]1[CH:7]=[C:6]([CH3:8])[C:5]([CH:9]2[C:13](=[O:14])[CH:12]=[CH:11][C:10]2=[O:15])=[C:4]([CH3:16])[CH:3]=1>C(O)(=O)C.[Zn]>[Br:1][C:2]1[CH:3]=[C:4]([CH3:16])[C:5]([CH:9]2[C:13](=[O:14])[CH2:12][CH2:11][C:10]2=[O:15])=[C:6]([CH3:8])[CH:7]=1. The product is BrC1=CC(=C(C(=C1)C)C1C(CCC1=O)=O)C (2-(4-bromo-2,6-dimethylphenyl)cyclopentane-1,3-dione). Procedure: To a solution of 2-(4-bromo-2,6-dimethylphenyl)cyclopent-4-ene-1,3-dione (described in WO 2010/089210) (50 g, 0.18 mol) in acetic acid (2000 ml) at 25-30°C. is added zinc powder (82.3 g, 1.26 mol). The resulting suspension is heated to 90°C. for 2 hours, followed by cooling to room temperature then filtration through a bed of diatomaceous earth. The residue is washed with methanol (100 ml×2) and the solution is concentrated in vacuo. Distilled water is added and the crude product is extracted wi... Reagents/catalysts: [Zn] (zinc). The solvent is C(C)(=O)O (acetic acid). The reactants are BrC1=CC(=C(C(=C1)C)C1C(C=CC1=O)=O)C (2-(4-bromo-2,6-dimethylphenyl)cyclopent-4-ene-1,3-dione). Starting materials: CC#N, CCN(C(C)C)C(C)C, Cc1ccc(N2CCc3ncnc(Cl)c3C2)c(C#N)c1, CC(N)c1ccc2nccnc2c1. The product is Cc1ccc(N2CCc3ncnc(NC(C)c4ccc5nccnc5c4)c3C2)c(C#N)c1. RXN SMILES: [CH3:43][C:44]#[N:45].[CH:34]([N:35]([CH2:36][CH3:37])[CH:38]([CH3:39])[CH3:40])([CH3:41])[CH3:42].[Cl:1][c:2]1[c:3]2[c:4]([n:5][cH:6][n:7]1)[CH2:8][CH2:9][N:10]([c:12]1[c:13]([C:14]#[N:15])[cH:16][c:17]([CH3:20])[cH:18][cH:19]1)[CH2:11]2.[n:21]1[cH:22][cH:23][n:24][c:25]2[cH:26][c:27]([CH:31]([CH3:32])[NH2:33])[cH:28][cH:29][c:30]12>>[c:2]1([NH:33][CH:31]([c:27]2[cH:26][c:25]3[n:24][cH:23][cH:22][n:21][c:30]3[cH:29][cH:28]2)[CH3:32])[c:3]2[c:4]([n:5][cH:6][n:7]1)[CH2:8][CH2:9][N:10]([c:12]1[c:13]([C:14]#[N:15])[cH:16][c:17]([CH3:20])[cH:18][cH:19]1)[CH2:11]2. The reactants are F[B-](F)(F)F, NC(CO)c1nc2cc(Br)ccc2[nH]1, Br, CCO, Cc1cc(C(=O)O)ccc1C(=O)N1CCCC1, CCN(C(C)C)C(C)C, ClCCl, C1CCOC1, CN(C)C(On1nnc2ccccc21)=[N+](C)C. Product: Cc1cc(C(=O)NC(CO)c2nc3cc(Br)ccc3[nH]2)ccc1C(=O)N1CCCC1. As a reaction SMILES: [B-:18]([F:19])([F:20])([F:21])[F:22].[Br:49][c:50]1[cH:51][c:52]2[c:53]([nH:54][c:55]([CH:57]([CH2:58][OH:59])[NH2:60])[n:56]2)[cH:61][cH:62]1.[Br:63].[CH2:69]([OH:70])[CH3:71].[CH3:1][c:2]1[cH:3][c:4]([C:5](=[O:6])[OH:7])[cH:8][cH:9][c:10]1[C:11](=[O:12])[N:13]1[CH2:14][CH2:15][CH2:16][CH2:17]1.[CH:40]([N:41]([CH:42]([CH3:43])[CH3:44])[CH2:45][CH3:46])([CH3:47])[CH3:48].[Cl:72][CH2:73][Cl:74].[O:64]1[CH2:65][CH2:66][CH2:67][CH2:68]1.[n:23]1([O:24][C:25]([N:26]([CH3:27])[CH3:28])=[N+:29]([CH3:30])[CH3:31])[c:32]2[cH:33][cH:34][cH:35][cH:36][c:37]2[n:38][n:39]1>>[CH3:1][c:2]1[cH:3][c:4]([C:5](=[O:7])[NH:60][CH:57]([c:55]2[nH:54][c:53]3[c:52]([cH:51][c:50]([Br:49])[cH:62][cH:61]3)[n:56]2)[CH2:58][OH:59])[cH:8][cH:9][c:10]1[C:11](=[O:12])[N:13]1[CH2:14][CH2:15][CH2:16][CH2:17]1. The reactants are CC(CC(=O)OCC(C)(CO)C)CC(C)(C)C (neopentyl glycol 3,5,5-trimethylhexanoate), neopentyl glycol 2-ethylhexanoate, esters, ( a ), CC(CC(=O)O)CC(C)(C)C.C(O)C(CC)(CO)CO (trimethylolpropane 3,5,5-trimethylhexanoate). Product: ester, C(O)C(CC)(CO)CO (trimethylolpropane). RXN SMILES: CC(CC(C)(C)C)CC(OCC(C)(CO)C)=O.CC(CC(C)(C)C)CC(O)=O.[CH2:29]([C:31]([CH2:36][OH:37])([CH2:34][OH:35])[CH2:32][CH3:33])[OH:30]>>[CH2:29]([C:31]([CH2:36][OH:37])([CH2:34][OH:35])[CH2:32][CH3:33])[OH:30] |f:1.2|. Procedure details: Concrete examples of the preferred esters described in (a) include neopentyl glycol 3,5,5-trimethylhexanoate; neopentyl glycol 2-ethylhexanoate; trimethylolpropane 3,5,5-trimethylhexanoate; an ester obtained from trimethylolpropane and a mixed acid of 2-methylhexanoic acid, 2-ethylpentanoic acid, and 3,5,5-trimethylhexanoic acid; trimethylolpropane 2-ethylhexanoate; an ester obtained from trimethylolpropane and a mixed acid of 2-methylhexanoic acid and 2-ethylpentanoic acid; an ester obtained fr... Product: O=C(NCCN1CCOCC1)c1cc2ncnc(Oc3ccc([N+](=O)[O-])cc3F)c2s1. Reactants: O=C(NCCN1CCOCC1)c1cc2ncnc(Cl)c2s1, O=[N+]([O-])c1ccc(O)c(F)c1, [K+], [K+], O=C([O-])[O-]. As a reaction SMILES: [Cl:1][c:2]1[c:3]2[c:4]([n:5][cH:6][n:7]1)[cH:8][c:9]([C:11](=[O:12])[NH:13][CH2:14][CH2:15][N:16]1[CH2:17][CH2:18][O:19][CH2:20][CH2:21]1)[s:10]2.[F:22][c:23]1[c:24]([OH:32])[cH:25][cH:26][c:27]([N+:29](=[O:30])[O-:31])[cH:28]1.[K+:33].[K+:34].[O-:35][C:36]([O-:37])=[O:38]>>[c:2]1([O:32][c:24]2[c:23]([F:22])[cH:28][c:27]([N+:29](=[O:30])[O-:31])[cH:26][cH:25]2)[c:3]2[c:4]([n:5][cH:6][n:7]1)[cH:8][c:9]([C:11](=[O:12])[NH:13][CH2:14][CH2:15][N:16]1[CH2:17][CH2:18][O:19][CH2:20][CH2:21]1)[s:10]2. Starting materials: BrC1=C(C(=O)O)C=C(C=C1)Cl (2-bromo-5-chlorobenzoic acid), [OH-].[Na+] (NaOH), CO (MeOH). Solvent: C1CCOC1 (THF), C1CCOC1 (THF). Conditions: time 8 hour. The product is BrC1=C(CO)C=C(C=C1)Cl (2-bromo-5-chlorobenzyl alcohol). The yield is 88.8%. RXN SMILES: [Br:1][C:2]1[CH:10]=[CH:9][C:8]([Cl:11])=[CH:7][C:3]=1[C:4](O)=[O:5].CO.[OH-].[Na+]>C1COCC1>[Br:1][C:2]1[CH:10]=[CH:9][C:8]([Cl:11])=[CH:7][C:3]=1[CH2:4][OH:5] |f:2.3|. Procedure details: To a solution of 2-bromo-5-chlorobenzoic acid (5.49 g, 23.3 mmol) in anhydrous THF (70 mL) under nitrogen was added dropwise a BH3 THF solution (1.0 M, 55 mL) at 0° C. and the reaction mixture was stirred overnight at room temperature. Then the mixture was cooled on an ice bath and MeOH (20 mL) was added dropwise to decompose excess BH3. The resulting mixture was stirred until no bubble was released and then 10% NaOH (10 mL) was added. The mixture was concentrated and the residue was mixed with ... The reactants are COC=1C=C(CN2[C@@H]3[C@H](CN([C@@H]3C2=O)C(=O)OCC2=CC=CC=C2)O)C=CC1OC (benzyl (1S,4S,5S)-6(3,4-dimethoxybenzyl)-4-hydroxy-7-oxo-2,6-diazabicyclo[3.2.0]heptane-2-carboxylate), C(C)N(C(C)C)C(C)C (ethyldiisopropylamine), CS(=O)C (DMSO), FC(C(=O)OC(C(F)(F)F)=O)(F)F (trifluoroacetic acid anhydride). Solvent: C(Cl)Cl (methylene chloride), C(Cl)Cl (methylene chloride). Conditions: temperature -78 celsius, time 15 minute. Product: COC=1C=C(CN2[C@@H]3C(CN([C@@H]3C2=O)C(=O)OCC2=CC=CC=C2)=O)C=CC1OC (Benzyl (1S,5S)-6-(3,4-dimethoxybenzyl)-4,7-dioxo-2,6-diazabicyclo[3.2.0]heptane-2-carboxylate). Isolated yield 98.5%. RXN SMILES: CS(C)=O.FC(F)(F)C(OC(=O)C(F)(F)F)=O.[CH3:18][O:19][C:20]1[CH:21]=[C:22]([CH:43]=[CH:44][C:45]=1[O:46][CH3:47])[CH2:23][N:24]1[C:30](=[O:31])[C@@H:29]2[C@H:25]1[C@@H:26]([OH:42])[CH2:27][N:28]2[C:32]([O:34][CH2:35][C:36]1[CH:41]=[CH:40][CH:39]=[CH:38][CH:37]=1)=[O:33].C(N(C(C)C)C(C)C)C>C(Cl)Cl>[CH3:18][O:19][C:20]1[CH:21]=[C:22]([CH:43]=[CH:44][C:45]=1[O:46][CH3:47])[CH2:23][N:24]1[C:30](=[O:31])[C@@H:29]2[C@H:25]1[C:26](=[O:42])[CH2:27][N:28]2[C:32]([O:34][CH2:35][C:36]1[CH:41]=[CH:40][CH:39]=[CH:38][CH:37]=1)=[O:33]. Procedure: 3.7 g (47 mmol) of DMSO were dissolved in 50 ml of methylene chloride and cooled to −78° C. under argon. Then, 5 ml (35 mmol) of trifluoroacetic acid anhydride were added dropwise thereto, the mixture was stirred for 15 minutes and a solution of 9.7 g (23.5 mmol) of benzyl (1S,4S,5S)-6(3,4-dimethoxybenzyl)-4-hydroxy-7-oxo-2,6-diazabicyclo[3.2.0]heptane-2-carboxylate in 50 ml of methylene chloride was slowly added dropwise thereto and left to react for 1.5 hours. Before it was left to warm to roo...